This data is from the Open Reaction Database (ORD), a public repository of structured organic reaction records. The task is: describe an organic reaction: reactants, conditions, products, and yield The reactants are Brc1cncnc1, O=C([O-])[O-], [Cs+], [Cs+], Nc1cc(Cl)nc(Cl)c1, O=C(C=Cc1ccccc1)C=Cc1ccccc1, C1COCCO1, O=C(C=Cc1ccccc1)C=Cc1ccccc1, O=C(C=Cc1ccccc1)C=Cc1ccccc1, [Pd], [Pd], CC1(C)c2cccc(P(c3ccccc3)c3ccccc3)c2Oc2c(P(c3ccccc3)c3ccccc3)cccc21. Product: Clc1cc(Nc2cncnc2)cc(Cl)n1. Reaction SMILES: [Br:10][c:11]1[cH:12][n:13][cH:14][n:15][cH:16]1.[C:17](=[O:18])([O-:19])[O-:20].[Cs+:21].[Cs+:22].[NH2:1][c:2]1[cH:3][c:4]([Cl:9])[n:5][c:6]([Cl:8])[cH:7]1.[O:103]=[C:104]([CH:105]=[CH:106][c:107]1[cH:108][cH:109][cH:110][cH:111][cH:112]1)[CH:113]=[CH:114][c:115]1[cH:116][cH:117][cH:118][cH:119][cH:120]1.[O:121]1[CH2:122][CH2:123][O:124][CH2:125][CH2:126]1.[O:67]=[C:68]([CH:69]=[CH:70][c:71]1[cH:72][cH:73][cH:74][cH:75][cH:76]1)[CH:77]=[CH:78][c:79]1[cH:80][cH:81][cH:82][cH:83][cH:84]1.[O:85]=[C:86]([CH:87]=[CH:88][c:89]1[cH:90][cH:91][cH:92][cH:93][cH:94]1)[CH:95]=[CH:96][c:97]1[cH:98][cH:99][cH:100][cH:101][cH:102]1.[Pd:65].[Pd:66].[c:23]1([P:24]([c:25]2[cH:26][cH:27][cH:28][cH:29][cH:30]2)[c:31]2[c:32]3[c:56]([cH:57][cH:58][cH:59]2)[C:53]([CH3:54])([CH3:55])[c:35]2[c:34]([c:39]([P:40]([c:41]4[cH:42][cH:43][cH:44][cH:45][cH:46]4)[c:47]4[cH:48][cH:49][cH:50][cH:51][cH:52]4)[cH:38][cH:37][cH:36]2)[O:33]3)[cH:60][cH:61][cH:62][cH:63][cH:64]1>>[NH:1]([c:2]1[cH:3][c:4]([Cl:9])[n:5][c:6]([Cl:8])[cH:7]1)[c:11]1[cH:12][n:13][cH:14][n:15][cH:16]1. The reactants are ClC1=CC(=C(C=C1)SCCC(=O)OC)NS(=O)(=O)C1=C(C=C(C=C1)Cl)F (methyl 3-[(4-chloro-2-{[(4-chloro-2-fluorophenyl)sulfonyl]amino}phenyl)sulfanyl]propanoate), C1=CC(=CC(=C1)Cl)C(=O)OO (mCPBA). Solvent: C(Cl)Cl (CH2Cl2). Reaction conditions: time 1 hour. The product is ClC1=CC(=C(C=C1)S(=O)CCC(=O)OC)NS(=O)(=O)C1=C(C=C(C=C1)Cl)F (methyl 3-[(4-chloro-2-{[(4-chloro-2-fluorophenyl)sulfonyl]amino}phenyl)sulfinyl]propanoate). Isolated yield 22.6%. As a reaction SMILES: [Cl:1][C:2]1[CH:7]=[CH:6][C:5]([S:8][CH2:9][CH2:10][C:11]([O:13][CH3:14])=[O:12])=[C:4]([NH:15][S:16]([C:19]2[CH:24]=[CH:23][C:22]([Cl:25])=[CH:21][C:20]=2[F:26])(=[O:18])=[O:17])[CH:3]=1.C1C=C(Cl)C=C(C(OO)=[O:35])C=1>C(Cl)Cl>[Cl:1][C:2]1[CH:7]=[CH:6][C:5]([S:8]([CH2:9][CH2:10][C:11]([O:13][CH3:14])=[O:12])=[O:35])=[C:4]([NH:15][S:16]([C:19]2[CH:24]=[CH:23][C:22]([Cl:25])=[CH:21][C:20]=2[F:26])(=[O:18])=[O:17])[CH:3]=1. Reported procedure: To a solution of methyl 3-[(4-chloro-2-{[(4-chloro-2-fluorophenyl)sulfonyl]amino}phenyl)sulfanyl]propanoate (173 mg, 0.39 mmol) in CH2Cl2 (5 ml) was added mCPBA (142 mg, ˜0.59 mmol). The reaction was stirred at room temperature for 1 hour, and was directly loaded on Celite, purified by flash column chromatography on silica gel (30-70% EtOAc in hexane) to yield the title compound (40 mg, 22%). Reactants: Cc1oc(-c2cccc(C(F)(F)F)c2)cc1CO, [Cl-], [NH4+], CCOC(=O)N=NC(=O)OCC, C1CCOC1, c1ccc(P(c2ccccc2)c2ccccc2)cc1, CCOC(=O)c1cn[nH]c1. The product is CCOC(=O)c1cnn(Cc2cc(-c3cccc(C(F)(F)F)c3)oc2C)c1. Reaction SMILES: [CH3:1][c:2]1[o:3][c:4](-[c:9]2[cH:10][c:11]([C:15]([F:16])([F:17])[F:18])[cH:12][cH:13][cH:14]2)[cH:5][c:6]1[CH2:7][OH:8].[Cl-:60].[NH4+:61].[O:48]=[C:49]([O:50][CH2:51][CH3:52])[N:53]=[N:54][C:55]([O:56][CH2:57][CH3:58])=[O:59].[O:62]1[CH2:63][CH2:64][CH2:65][CH2:66]1.[c:29]1([P:30]([c:31]2[cH:32][cH:33][cH:34][cH:35][cH:36]2)[c:37]2[cH:38][cH:39][cH:40][cH:41][cH:42]2)[cH:43][cH:44][cH:45][cH:46][cH:47]1.[nH:19]1[n:20][cH:21][c:22]([C:24](=[O:25])[O:26][CH2:27][CH3:28])[cH:23]1>>[CH3:1][c:2]1[o:3][c:4](-[c:9]2[cH:10][c:11]([C:15]([F:16])([F:17])[F:18])[cH:12][cH:13][cH:14]2)[cH:5][c:6]1[CH2:7][n:19]1[n:20][cH:21][c:22]([C:24](=[O:25])[O:26][CH2:27][CH3:28])[cH:23]1.